From a dataset of the Open Reaction Database (ORD), a public repository of structured organic reaction records. describe an organic reaction: reactants, conditions, products, and yield The reactants are ClC1=CC=C2/C(/C(NC2=C1)=O)=C/C=1C=NC=C(C1)Cl (Z-6-chloro-3-(5-chloro-pyridine-3-ylmethylene)-1,3-dihydro-indol-2-one), ClC1=CC=C2CC(NC2=C1)=O (6-chlorooxindole), ClC=1C=C(C=NC1)C=O (5-chloro-pyridine-3-carbaldehyde), N1CCCC1 (pyrrolidine). Run in CO (methanol). Run at temperature 70 celsius. The product is ClC1=CC=C2C(C(NC2=C1)=O)=CC=1C=NC=C(C1)Cl (6-chloro-3-(5-chloro-pyridine-3-ylmethylene)-1,3-dihydro-indol-2-one). RXN SMILES: ClC1C=C2C(CC(=O)N2)=CC=1.ClC1C=C(C=O)C=NC=1.N1CCCC1.[Cl:26][C:27]1[CH:35]=[C:34]2[C:30](/[C:31](=[CH:37]/[C:38]3[CH:39]=[N:40][CH:41]=[C:42]([Cl:44])[CH:43]=3)/[C:32](=[O:36])[NH:33]2)=[CH:29][CH:28]=1>CO>[Cl:26][C:27]1[CH:35]=[C:34]2[C:30]([C:31](=[CH:37][C:38]3[CH:39]=[N:40][CH:41]=[C:42]([Cl:44])[CH:43]=3)[C:32](=[O:36])[NH:33]2)=[CH:29][CH:28]=1. Procedure details: To the mixture of 6-chlorooxindole (0.93 g, 5.6 mmol) and 5-chloro-pyridine-3-carbaldehyde (0.8 g, 5.6 mmol) in methanol (10 mL) was added pyrrolidine (0.6 g, 5.6 mmol) dropwise. The mixture was then heated at 70° C. for 3 h and cooled to room temperature. The precipitate was collected, dried to give a mixture of E/Z-6-chloro-3-(5-chloro-pyridine-3-ylmethylene)-1,3-dihydro-indol-2-one as a bright yellow solid (Yield 1.0 g, 63%).